From a dataset of the Open Reaction Database (ORD), a public repository of structured organic reaction records. describe an organic reaction: reactants, conditions, products, and yield The reactants are BrCCc1ccccc1, CC(=O)O, CN(C)C=O, [I-], [K+], CC(=O)N(C)c1ccc(S(=O)(=O)NC2CCNCC2)cc1, [Na+], O, O=C([O-])O. The product is CC(=O)N(C)c1ccc(S(=O)(=O)NC2CCN(CCc3ccccc3)CC2)cc1. Reaction SMILES: [Br:28][CH2:29][CH2:30][c:31]1[cH:32][cH:33][cH:34][cH:35][cH:36]1.[C:1]([OH:2])(=[O:3])[CH3:4].[CH3:43][N:44]([CH3:45])[CH:46]=[O:47].[I-:27].[K+:26].[NH:5]1[CH2:6][CH2:7][CH:8]([NH:11][S:12](=[O:13])(=[O:14])[c:15]2[cH:16][cH:17][c:18]([N:21]([CH3:22])[C:23]([CH3:24])=[O:25])[cH:19][cH:20]2)[CH2:9][CH2:10]1.[Na+:38].[OH2:37].[OH:39][C:40](=[O:41])[O-:42]>>[N:5]1([CH2:29][CH2:30][c:31]2[cH:32][cH:33][cH:34][cH:35][cH:36]2)[CH2:6][CH2:7][CH:8]([NH:11][S:12](=[O:13])(=[O:14])[c:15]2[cH:16][cH:17][c:18]([N:21]([CH3:22])[C:23]([CH3:24])=[O:25])[cH:19][cH:20]2)[CH2:9][CH2:10]1. The reactants are CCNC(=O)N1C(=O)NC(C)=C(C#N)C1c1ncoc1-c1ccc(Cl)cc1, CC#N, O=C[O-], [NH4+]. The product is CCNC(=O)N1C(=O)NC(C)=C(C#N)C1c1ncoc1-c1ccccc1. As a reaction SMILES: [CH2:5]([CH3:6])[NH:7][C:8](=[O:9])[N:10]1[C:11](=[O:31])[NH:12][C:13]([CH3:30])=[C:14]([C:28]#[N:29])[CH:15]1[c:16]1[n:17][cH:18][o:19][c:20]1-[c:21]1[cH:22][cH:23][c:24]([Cl:27])[cH:25][cH:26]1.[CH3:32][C:33]#[N:34].[CH:1]([O-:2])=[O:3].[NH4+:4]>>[CH2:5]([CH3:6])[NH:7][C:8](=[O:9])[N:10]1[C:11](=[O:31])[NH:12][C:13]([CH3:30])=[C:14]([C:28]#[N:29])[CH:15]1[c:16]1[n:17][cH:18][o:19][c:20]1-[c:21]1[cH:22][cH:23][cH:24][cH:25][cH:26]1. The reactants are COC(=O)C(CCOCc1ccccc1)N1CCN(C(=O)OCc2ccccc2)CCC1=O, CO, [Li+], C1CCOC1, [OH-]. Product: O=C([O-])C(CCOCc1ccccc1)N1CCN(C(=O)OCc2ccccc2)CCC1=O, [Li+]. Reaction SMILES: [CH2:1]([c:2]1[cH:3][cH:4][cH:5][cH:6][cH:7]1)[O:8][C:9](=[O:10])[N:11]1[CH2:12][CH2:13][N:14]([CH:19]([CH2:20][CH2:21][O:22][CH2:23][c:24]2[cH:25][cH:26][cH:27][cH:28][cH:29]2)[C:30](=[O:31])[O:32][CH3:33])[C:15](=[O:18])[CH2:16][CH2:17]1.[CH3:36][OH:37].[Li+:34].[O:38]1[CH2:39][CH2:40][CH2:41][CH2:42]1.[OH-:35]>>[CH2:1]([c:2]1[cH:3][cH:4][cH:5][cH:6][cH:7]1)[O:8][C:9](=[O:10])[N:11]1[CH2:12][CH2:13][N:14]([CH:19]([CH2:20][CH2:21][O:22][CH2:23][c:24]2[cH:25][cH:26][cH:27][cH:28][cH:29]2)[C:30](=[O:31])[O-:32])[C:15](=[O:18])[CH2:16][CH2:17]1.[Li+:34]. Reactants: C=CCBr, C=CCN1CCc2ccccc2C1, CCOCC. Product: [Br-], C=CC[N+]1(CC=C)CCc2ccccc2C1. As a reaction SMILES: [CH2:14]([CH:15]=[CH2:16])[Br:17].[CH2:1]([CH:2]=[CH2:3])[N:4]1[CH2:5][c:6]2[cH:7][cH:8][cH:9][cH:10][c:11]2[CH2:12][CH2:13]1.[CH3:18][CH2:19][O:20][CH2:21][CH3:22]>>[Br-:17].[CH2:1]([CH:2]=[CH2:3])[N+:4]1([CH2:16][CH:15]=[CH2:14])[CH2:5][c:6]2[cH:7][cH:8][cH:9][cH:10][c:11]2[CH2:12][CH2:13]1.